From a dataset of the Open Reaction Database (ORD), a public repository of structured organic reaction records. describe an organic reaction: reactants, conditions, products, and yield The reactants are Cl (hydrochloric acid), C(C)(C)(C)C=1C=C(CSC=2C=C(C(=O)OC)C=C(C2)SCC2=CC(=CC(=C2)C(C)(C)C)C(C)(C)C)C=C(C1)C(C)(C)C (Methyl 3,5-bis(3,5-di-tertiary-butylbenzylthio)benzoate), solution, sodium dihydrobis(2-methoxyethoxy)aluminate. Run in C1(=CC=CC=C1)C (toluene), C1(=CC=CC=C1)C (toluene). Run at time 2 hour. Yields the product C(C)(C)(C)C=1C=C(CSC=2C=C(CO)C=C(C2)SCC2=CC(=CC(=C2)C(C)(C)C)C(C)(C)C)C=C(C1)C(C)(C)C (3,5-bis(3,5-di-tertiary-butylbenzylthio)benzyl alcohol). Yield: 10.0%. Reaction SMILES: [C:1]([C:5]1[CH:6]=[C:7]([CH:36]=[C:37]([C:39]([CH3:42])([CH3:41])[CH3:40])[CH:38]=1)[CH2:8][S:9][C:10]1[CH:11]=[C:12]([CH:17]=[C:18]([S:20][CH2:21][C:22]2[CH:27]=[C:26]([C:28]([CH3:31])([CH3:30])[CH3:29])[CH:25]=[C:24]([C:32]([CH3:35])([CH3:34])[CH3:33])[CH:23]=2)[CH:19]=1)[C:13](OC)=[O:14])([CH3:4])([CH3:3])[CH3:2].Cl>C1(C)C=CC=CC=1>[C:32]([C:24]1[CH:23]=[C:22]([CH:27]=[C:26]([C:28]([CH3:31])([CH3:30])[CH3:29])[CH:25]=1)[CH2:21][S:20][C:18]1[CH:17]=[C:12]([CH:11]=[C:10]([S:9][CH2:8][C:7]2[CH:6]=[C:5]([C:1]([CH3:2])([CH3:3])[CH3:4])[CH:38]=[C:37]([C:39]([CH3:42])([CH3:41])[CH3:40])[CH:36]=2)[CH:19]=1)[CH2:13][OH:14])([CH3:35])([CH3:33])[CH3:34]. Procedure: Methyl 3,5-bis(3,5-di-tertiary-butylbenzylthio)benzoate (52.0 g, 86.0 mmol) was dissolved in 300 ml of toluene. To this, was added dropwise a 70% solution of sodium dihydrobis(2-methoxyethoxy)aluminate in toluene (52 g, 180.0 mmol), maintaining the temperature at 35° C. or below and the resulting mixture was stirred for 2 hours under the same conditions. After completion of the reaction, the reaction mixture was poured into 500 ml of a cold 10% hydrochloric acid solution, followed by stirring fo...